From a dataset of the Open Reaction Database (ORD), a public repository of structured organic reaction records. describe an organic reaction: reactants, conditions, products, and yield Starting materials: C=CC(=O)Cl, Cc1cc(C(C)(C)C)c(O)c(C(C)(C)C)c1, C1COCCO1, CN(C)c1ccccc1, O=C(O)C=Cc1ccc(OCCCCCCO)cc1. Product: C=CC(=O)OCCCCCCOc1ccc(C=CC(=O)O)cc1. As a reaction SMILES: [C:29]([CH:30]=[CH2:31])(=[O:32])[Cl:33].[C:34]([c:35]1[cH:36][c:37]([CH3:38])[cH:39][c:40]([C:41]([CH3:42])([CH3:43])[CH3:44])[c:45]1[OH:46])([CH3:47])([CH3:48])[CH3:49].[CH2:50]1[O:51][CH2:52][CH2:53][O:54][CH2:55]1.[CH3:20][N:21]([c:22]1[cH:23][cH:24][cH:25][cH:26][cH:27]1)[CH3:28].[OH:1][CH2:2][CH2:3][CH2:4][CH2:5][CH2:6][CH2:7][O:8][c:9]1[cH:10][cH:11][c:12]([CH:13]=[CH:14][C:15](=[O:16])[OH:17])[cH:18][cH:19]1>>[O:1]([CH2:2][CH2:3][CH2:4][CH2:5][CH2:6][CH2:7][O:8][c:9]1[cH:10][cH:11][c:12]([CH:13]=[CH:14][C:15](=[O:16])[OH:17])[cH:18][cH:19]1)[C:29]([CH:30]=[CH2:31])=[O:32]. Starting materials: CCCCOc1ccc(C(=O)O)cc1, O=S(Cl)Cl. Product: CCCCOc1ccc(C(=O)O)cc1, [Cl-]. As a reaction SMILES: [CH2:1]([CH2:2][CH2:3][CH3:4])[O:5][c:6]1[cH:7][cH:8][c:9]([C:10](=[O:11])[OH:12])[cH:13][cH:14]1.[S:15]([Cl:16])([Cl:17])=[O:18]>>[CH2:1]([CH2:2][CH2:3][CH3:4])[O:5][c:6]1[cH:7][cH:8][c:9]([C:10](=[O:11])[OH:12])[cH:13][cH:14]1.[Cl-:17]. Starting materials: CCCCCC, [Mg+]C1CCCC1, [Cl-], O, O=S(=O)(Cl)Cl. Product: O=S(=O)(Cl)C1CCCC1. As a reaction SMILES: [CH3:14][CH2:15][CH2:16][CH2:17][CH2:18][CH3:19].[CH:7]1([Mg+:12])[CH2:8][CH2:9][CH2:10][CH2:11]1.[Cl-:6].[OH2:13].[S:1](=[O:2])(=[O:3])([Cl:4])[Cl:5]>>[S:1](=[O:2])(=[O:3])([Cl:5])[CH:7]1[CH2:8][CH2:9][CH2:10][CH2:11]1. Starting materials: [N+](=O)([O-])C=1C=C(C=CC1[N+](=O)[O-])NC(C1=CC=C(C=C1)N1CCCC1)=O (N-(3,4-dinitrophenyl)-4-pyrrolidinylbenzamide), N1(CCOCC1)CCNC(=O)C1=CC=C(C=O)C=C1 (4-(2-morpholinylethyl)aminocarbonylbenzaldehyde). The product is O1CCN(CC1)CCNC(C1=CC=C(C=C1)C1=NC2=C(N1)C=CC(=C2)NC(C2=CC=C(C=C2)N2CCCC2)=O)=O (N-(2-morpholinoethyl)-4-(5-(4-(pyrrolidin-1-yl)benzamido)-1H-benzo[d]imidazol-2-yl)benzamide). As a reaction SMILES: [N+:1]([C:4]1[CH:5]=[C:6]([NH:13][C:14](=[O:26])[C:15]2[CH:20]=[CH:19][C:18]([N:21]3[CH2:25][CH2:24][CH2:23][CH2:22]3)=[CH:17][CH:16]=2)[CH:7]=[CH:8][C:9]=1[N+:10]([O-])=O)([O-])=O.[N:27]1([CH2:33][CH2:34][NH:35][C:36]([C:38]2[CH:45]=[CH:44][C:41]([CH:42]=O)=[CH:40][CH:39]=2)=[O:37])[CH2:32][CH2:31][O:30][CH2:29][CH2:28]1>>[O:30]1[CH2:29][CH2:28][N:27]([CH2:33][CH2:34][NH:35][C:36](=[O:37])[C:38]2[CH:45]=[CH:44][C:41]([C:42]3[NH:10][C:9]4[CH:8]=[CH:7][C:6]([NH:13][C:14](=[O:26])[C:15]5[CH:20]=[CH:19][C:18]([N:21]6[CH2:25][CH2:24][CH2:23][CH2:22]6)=[CH:17][CH:16]=5)=[CH:5][C:4]=4[N:1]=3)=[CH:40][CH:39]=2)[CH2:32][CH2:31]1. Procedure details: Compound 231 was prepared according to the procedure similar to that described in Scheme III from N-(3,4-dinitrophenyl)-4-pyrrolidinylbenzamide and 4-(2-morpholinylethyl)aminocarbonylbenzaldehyde. [M+H]+ calcd for C31H34N6O3: 539.28; found: 539.63. Reactants: [Al+3], [H-], [H-], [H-], [H-], [Li+], [Na+], C1CCOC1, [OH-], O, N#CCN1CCC(Nc2nc3ccccc3n2Cc2cccs2)CC1. Yields the product NCCN1CCC(Nc2nc3ccccc3n2Cc2cccs2)CC1. Reaction SMILES: [Al+3:2].[H-:1].[H-:4].[H-:5].[H-:6].[Li+:3].[Na+:34].[O:35]1[CH2:36][CH2:37][CH2:38][CH2:39]1.[OH-:33].[OH2:32].[s:7]1[c:8]([CH2:12][n:13]2[c:14]([NH:22][CH:23]3[CH2:24][CH2:25][N:26]([CH2:29][C:30]#[N:31])[CH2:27][CH2:28]3)[n:15][c:16]3[c:17]2[cH:18][cH:19][cH:20][cH:21]3)[cH:9][cH:10][cH:11]1>>[s:7]1[c:8]([CH2:12][n:13]2[c:14]([NH:22][CH:23]3[CH2:24][CH2:25][N:26]([CH2:29][CH2:30][NH2:31])[CH2:27][CH2:28]3)[n:15][c:16]3[c:17]2[cH:18][cH:19][cH:20][cH:21]3)[cH:9][cH:10][cH:11]1. The reactants are C(#N)C1=CC=C(C=C1)C=1N=COC1C(=O)OCC (ethyl 4-(4-cyanophenyl)-1,3-oxazole-5-carboxylate), [Li+].[BH4-] (LiBH4). RXN SMILES: [C:1]([C:3]1[CH:8]=[CH:7][C:6]([C:9]2[N:10]=[CH:11][O:12][C:13]=2[C:14](OCC)=[O:15])=[CH:5][CH:4]=1)#[N:2].[Li+].[BH4-]>C1COCC1>[OH:15][CH2:14][C:13]1[O:12][CH:11]=[N:10][C:9]=1[C:6]1[CH:7]=[CH:8][C:3]([C:1]#[N:2])=[CH:4][CH:5]=1 |f:1.2|. Yields the product OCC1=C(N=CO1)C1=CC=C(C#N)C=C1 (4-(5-(hydroxymethyl)oxazol-4-yl)benzonitrile). Run in C1CCOC1 (THF). Reaction conditions: time 3 hour. Reported procedure: To a stirred solution of ethyl 4-(4-cyanophenyl)-1,3-oxazole-5-carboxylate (347 mg, 1.43 mmol, 1.00 equiv) in anhydrous THF (5 mL) maintained at −5° C. was added LiBH4 (157 mg, 7.14 mmol, 4.98 equiv) in several portions. The resulting solution was stirred at room temperature for 3 h then quenched by the addition of 10 mL of saturated NH4Cl solution. The mixture was extracted with 2×10 mL of ethyl acetate. The combined organic layers was dried over anhydrous sodium sulfate and concentrated under ... Yield: 66.4%. Starting materials: pyridinium salt, ClC1=CC=C(C(=O)C(C(=O)O)=C)C=C1 (p-chlorobenzoylacrylic acid), C(C)(=O)[O-].[NH4+] (ammonium acetate), C(C)(=O)OC(C)=O (acetic anhydride), C(C)(=O)O (acetic acid). Run in CO (methanol). The product is C(CCC)C1=CC=C(C=C1)C1=NC(=CC(=C1)C(=O)O)C1=CC=C(C=C1)Cl (2-(4-butylphenyl)-6-(4-chlorophenyl)-4-pyridinecarboxylic acid). Yield: 26.0%. Reaction SMILES: [Cl:1][C:2]1[CH:14]=[CH:13][C:5]([C:6]([C:8](=[CH2:12])C(O)=O)=O)=[CH:4][CH:3]=1.[C:15]([O-:18])(=[O:17])C.[NH4+:19].C(O[C:24](=O)[CH3:25])(=O)C.[C:27](O)(=O)[CH3:28]>CO>[CH2:13]([C:27]1[CH:28]=[CH:4][C:3]([C:24]2[CH:25]=[C:12]([C:15]([OH:18])=[O:17])[CH:8]=[C:6]([C:5]3[CH:4]=[CH:3][C:2]([Cl:1])=[CH:14][CH:13]=3)[N:19]=2)=[CH:2][CH:14]=1)[CH2:5][CH2:6][CH3:8] |f:1.2|. Procedure details: A mixture of 8.65 g (0.026 mole) of the appropriate pyridinium salt, 5.25 g (0.025 mole) of p-chlorobenzoylacrylic acid and 13.5 g of ammonium acetate in 25 ml of methanol, 25 ml of glacial acetic acid, and 5 ml of acetic anhydride is heated at reflux for 2.5 hr. The mixture is worked up as in the preceding Examples and recrystallized from methanol:acetic acid:water to yield 2.4 g (26%) of the titled crystals with melting point of 209°-210° C. The C:H:N ratio is 72.19:5.54:3.95.